From a dataset of the Open Reaction Database (ORD), a public repository of structured organic reaction records. describe an organic reaction: reactants, conditions, products, and yield Starting materials: CCOC(C=CC=O)=O, CC1=CN=C(C=C1)N, [C-]#[N+]C1CCCCC1. Reagents/catalysts: O=C(O)C(F)(F)F (trifluoroacetic acid). Solvent: CC(C)O (isopropyl alcohol), CC(C)O (isopropylalcohol). Conditions: temperature 22 celsius, time 20 hour. Yields the product CCOC(C=Cc1c(NC2CCCCC2)n2cc(C)ccc2n1)=O. Isolated yield 0.0%. RXN SMILES: CC1=CC=C(N)N=C1.[C-]#[N+]C1CCCCC1.CCOC(=O)\C=C\C=O>>CCOC(=O)\C=C\C1=C(NC2CCCCC2)N2C=C(C)C=CC2=N1. Starting materials: CCOC(=O)CC(C)=O, O=C(CC1CCCN(CCCl)C1)c1ccc(F)cc1, [H-], [I-], [Na+], [Na+], C1CCOC1. The product is CCOC(=O)C(CCN1CCCC(CC(=O)c2ccc(F)cc2)C1)C(C)=O. Reaction SMILES: [C:1]([CH2:2][C:3](=[O:4])[CH3:5])(=[O:6])[O:7][CH2:8][CH3:9].[Cl:14][CH2:15][CH2:16][N:17]1[CH2:18][CH:19]([CH2:23][C:24](=[O:25])[c:26]2[cH:27][cH:28][c:29]([F:32])[cH:30][cH:31]2)[CH2:20][CH2:21][CH2:22]1.[H-:10].[I-:13].[Na+:11].[Na+:12].[O:33]1[CH2:34][CH2:35][CH2:36][CH2:37]1>>[C:1]([CH:2]([C:3](=[O:4])[CH3:5])[CH2:15][CH2:16][N:17]1[CH2:18][CH:19]([CH2:23][C:24](=[O:25])[c:26]2[cH:27][cH:28][c:29]([F:32])[cH:30][cH:31]2)[CH2:20][CH2:21][CH2:22]1)(=[O:6])[O:7][CH2:8][CH3:9]. The reactants are [NH4+].[Cl-] (NH4Cl), C(C)(C)(C)OC(NC1(CCC1)C1=CC=C(C=C1)C=1N=C2N(C=CC(=C2)Br)C1C1=CC=CC=C1)=O ({1-[4-(7-bromo-3-phenyl-imidazo[1,2-a]pyridin-2-yl)-phenyl]-cyclobutyl}-carbamic acid tert-butyl ester), C(C)(C)(C)OC(=O)N1N=CC=C1B(O)O (1-(tert-butoxycarbonyl)pyrazole-5-boronic acid), C(=O)([O-])[O-].[Na+].[Na+] (Na2CO3). The solvent is C(Cl)Cl (CH2Cl2), O1CCOCC1 (dioxane), O (water), O (water). Run at temperature 105 celsius. The product is C(C)(C)(C)OC(NC1(CCC1)C1=CC=C(C=C1)C=1N=C2N(C=CC(=C2)C2=NNC=C2)C1C1=CC=CC=C1)=O ((1-{4-[3-phenyl-7-(1H-pyrazol-3-yl)-imidazo[1,2-a]pyridin-2-yl]-phenyl}-cyclobutyl)-carbamic acid tert-butyl ester). RXN SMILES: [C:1]([O:5][C:6](=[O:34])[NH:7][C:8]1([C:12]2[CH:17]=[CH:16][C:15]([C:18]3[N:19]=[C:20]4[CH:25]=[C:24](Br)[CH:23]=[CH:22][N:21]4[C:27]=3[C:28]3[CH:33]=[CH:32][CH:31]=[CH:30][CH:29]=3)=[CH:14][CH:13]=2)[CH2:11][CH2:10][CH2:9]1)([CH3:4])([CH3:3])[CH3:2].C(OC([N:42]1[C:46](B(O)O)=[CH:45][CH:44]=[N:43]1)=O)(C)(C)C.C([O-])([O-])=O.[Na+].[Na+].[NH4+].[Cl-]>O1CCOCC1.C(Cl)Cl.O>[C:1]([O:5][C:6](=[O:34])[NH:7][C:8]1([C:12]2[CH:17]=[CH:16][C:15]([C:18]3[N:19]=[C:20]4[CH:25]=[C:24]([C:46]5[CH:45]=[CH:44][NH:43][N:42]=5)[CH:23]=[CH:22][N:21]4[C:27]=3[C:28]3[CH:33]=[CH:32][CH:31]=[CH:30][CH:29]=3)=[CH:14][CH:13]=2)[CH2:11][CH2:10][CH2:9]1)([CH3:4])([CH3:3])[CH3:2] |f:2.3.4,5.6|. Reported procedure: To a solution of {1-[4-(7-bromo-3-phenyl-imidazo[1,2-a]pyridin-2-yl)-phenyl]-cyclobutyl}-carbamic acid tert-butyl ester (200 mg, 0.38 mmol), and 1-(tert-butoxycarbonyl)pyrazole-5-boronic acid (164 mg, 0.77 mmol, 2 equiv) in dioxane (4 mL) under argon was added [1,1-bis(diphenylphosphino)ferrocene]dichloro-palladium(II) CH2Cl2 complex (63 mg, 0.77 mmol, 20 mol %), Na2CO3 (123 mg, 1.16 mmol, 3 equiv) and water (0.5 mL). The resulting mixture was heated at 105° C. for 8 h in a microwave apparatus. ... Yield: 21.0%. Procedure: Ethyl (Z)-2-hydroxyimino-3-oxobutyrate (95 mg) was treated with cis-4-chlorocyclohexanol as described in Example 4a, Method 3, to give the title compound as a colourless liquid (37 mg, 21%), (Found: M+, 276.1011. C12H19NO4Cl requires M, 276.1002) νmax (film) 1735, 1685, 1360, 1310, and 950 cm-1, νH (CDCl3), 1.32 (3H, t, J 7. 1 Hz), 1.76 (4H, m), 2.14 (4H, m), 2.4 (3H, s), 4.19 (1H, m), 4.35 (2H, q, J 7.1 Hz), and 4.44 (1H, m). Yields the product Cl[C@@H]1CC[C@H](CC1)O\N=C(/C(=O)OCC)\C(C)=O (Ethyl (Z)-2-(trans-4-chlorocyclohexyloxyimino)-3-oxobutyrate). As a reaction SMILES: [OH:1]/[N:2]=[C:3](/[C:9](=[O:11])[CH3:10])\[C:4]([O:6][CH2:7][CH3:8])=[O:5].[Cl:12][C@@H:13]1[CH2:18][CH2:17][C@H:16](O)[CH2:15][CH2:14]1>>[Cl:12][C@H:13]1[CH2:18][CH2:17][C@H:16]([O:1]/[N:2]=[C:3](/[C:9](=[O:11])[CH3:10])\[C:4]([O:6][CH2:7][CH3:8])=[O:5])[CH2:15][CH2:14]1. Reactants: O\N=C(/C(=O)OCC)\C(C)=O (Ethyl (Z)-2-hydroxyimino-3-oxobutyrate), Cl[C@H]1CC[C@H](CC1)O (cis-4-chlorocyclohexanol). Reaction conditions: temperature 50 celsius, time 1 hour. Starting materials: C(C)OC(=O)C1=C(C=2C=NC=CC2N1)NC1=C(C=C(C=C1)I)F (3-(2-fluoro-4-iodo-phenylamino)-1H-pyrrolo[3,2-c]pyridine-2-carboxylic acid ethyl ester), C(C#C)Br (propargyl bromide), C1CCC2=NCCCN2CC1 (DBU). Reaction SMILES: [CH2:1]([O:3][C:4]([C:6]1[NH:14][C:13]2[CH:12]=[CH:11][N:10]=[CH:9][C:8]=2[C:7]=1[NH:15][C:16]1[CH:21]=[CH:20][C:19]([I:22])=[CH:18][C:17]=1[F:23])=[O:5])[CH3:2].[CH2:24](Br)[C:25]#[CH:26].C1CCN2C(=NCCC2)CC1>C1COCC1>[CH2:1]([O:3][C:4]([C:6]1[N:14]([CH2:26][C:25]#[CH:24])[C:13]2[CH:12]=[CH:11][N:10]=[CH:9][C:8]=2[C:7]=1[NH:15][C:16]1[CH:21]=[CH:20][C:19]([I:22])=[CH:18][C:17]=1[F:23])=[O:5])[CH3:2]. The yield is 45.4%. Procedure: A mixture of 3-(2-fluoro-4-iodo-phenylamino)-1H-pyrrolo[3,2-c]pyridine-2-carboxylic acid ethyl ester (70.0 mg, 0.164 mmol), propargyl bromide (80% in xylene, 45.5 μL, 0.41 mmol, 2.5 eq), DBU (3.2 mL), and anhydrous THF (3.2 mL) was stirred at 50° C. under N2 for 1 h, and then at ambient temperature for 17 h. The solvent was evaporated and the resultant residue was diluted with ethyl acetate (75 mL). The organic layer was washed with water (20 mL), followed by brine (20 mL), dried (Na2SO4), filte... Run in C1CCOC1 (THF). The product is C(C)OC(=O)C1=C(C=2C=NC=CC2N1CC#C)NC1=C(C=C(C=C1)I)F (3-(2-Fluoro-4-iodo-phenylamino)-1-prop-2-ynyl-1H-pyrrolo[3,2-c]pyridine-2-carboxylic acid ethyl ester). The solvent is C1CCOC1 (THF), hexanes, C1CCOC1 (THF). RXN SMILES: [CH3:1][C@H:2]([CH2:8][CH2:9][CH2:10][CH3:11])[CH2:3][CH2:4][C:5]([OH:7])=O.[C:12](Cl)(=[O:16])[C:13](Cl)=O.[O:18]1[CH2:22][CH2:21][NH:20][C:19]1=O.[CH2:24]([Li])[CH2:25][CH2:26][CH3:27].[CH2:29](Cl)Cl>CN(C=O)C.C1COCC1>[CH3:22][C@@H:21]1[C@H:12]([C:13]2[CH:29]=[CH:24][CH:25]=[CH:26][CH:27]=2)[O:16][C:19](=[O:18])[N:20]1[C:5](=[O:7])[CH2:4][CH2:3][C@H:2]([CH3:1])[CH2:8][CH2:9][CH2:10][CH3:11]. Reagents/catalysts: CN(C)C=O (DMF). Procedure details: To (R)-4-methyl-octanoic acid (2.14 g, 13.5 mmol) in 25 mL CH2Cl2 at 0° C. was added 3 drops DMF, followed by oxalyl chloride (1.42 mL, 16.2 mmol) resulting in vigorous gas evolution. The solution was warmed directly to ambient temperature, stirred 30 minutes, and concentrated. Meanwhile, to a solution of the oxazolidinone (2.64 g, 14.9 mmol) in 40 mL THF at −78° C. was added n-butyllithium (1.6 M soln in hexanes, 9.3 mL, 14.9 mmol) dropwise. The mixture was stirred for 10 minutes at which time ... Reactants: O1C(NCC1)=O (oxazolidinone), C(CCC)[Li] (n-butyllithium), C(C(=O)Cl)(=O)Cl (oxalyl chloride), C[C@@H](CCC(=O)O)CCCC ((R)-4-methyl-octanoic acid), C(Cl)Cl (CH2Cl2), acid chloride. Yields the product C[C@H]1N(C(O[C@H]1C1=CC=CC=C1)=O)C(CC[C@@H](CCCC)C)=O ((4R, 5S)-4-Methyl-3-((R)-4-methyl-octanoyl)-5-phenyl-oxazolidin-2-one). Run at time 30 minute. Reactants: CCC(=O)O, Cl, NC1CCC(CCN2CCC(c3cccc4c3OCO4)CC2)CC1. Product: CCC(=O)NC1CCC(CCN2CCC(c3cccc4c3OCO4)CC2)CC1. Reaction SMILES: [CH3:26][CH2:27][C:28]([OH:29])=[O:30].[ClH:1].[O:2]1[CH2:3][O:4][c:5]2[c:6]1[cH:7][cH:8][cH:9][c:10]2[CH:11]1[CH2:12][CH2:13][N:14]([CH2:17][CH2:18][CH:19]2[CH2:20][CH2:21][CH:22]([NH2:25])[CH2:23][CH2:24]2)[CH2:15][CH2:16]1>>[O:2]1[CH2:3][O:4][c:5]2[c:6]1[cH:7][cH:8][cH:9][c:10]2[CH:11]1[CH2:12][CH2:13][N:14]([CH2:17][CH2:18][CH:19]2[CH2:20][CH2:21][CH:22]([NH:25][C:28]([CH2:27][CH3:26])=[O:29])[CH2:23][CH2:24]2)[CH2:15][CH2:16]1.